The task is: describe an organic reaction: reactants, conditions, products, and yield. This data is from the Open Reaction Database (ORD), a public repository of structured organic reaction records. Starting materials: FC(C=1C=C(C=CC1)C1=NSC(=C1O)C(=O)O)(F)F (3-(3-trifluoromethylphenyl)-4-hydroxyisothiazole-5-carboxylic acid), [Na] (sodium). Yields the product FC(C=1C=C(C=CC1)C1=NSC(=C1)C(=O)O)(F)F (3-(3-trifluoromethylphenyl)isothiazole-5-carboxylic acid). RXN SMILES: [F:1][C:2]([F:19])([F:18])[C:3]1[CH:4]=[C:5]([C:9]2[C:13](O)=[C:12]([C:15]([OH:17])=[O:16])[S:11][N:10]=2)[CH:6]=[CH:7][CH:8]=1.[Na]>>[F:19][C:2]([F:1])([F:18])[C:3]1[CH:4]=[C:5]([C:9]2[CH:13]=[C:12]([C:15]([OH:17])=[O:16])[S:11][N:10]=2)[CH:6]=[CH:7][CH:8]=1 |^1:19|. Reported procedure: 3-(3-trifluoromethylphenyl)-4-hydroxyisothiazole-5-carboxylic acid, sodium salt Yields the product CC1(C#N)Sc2ccccc2-c2ccccc21. The reactants are N#CC1Sc2ccccc2-c2ccccc21, CI, CN(C)C=O, [H-], [Na+], O. RXN SMILES: [C:1](#[N:2])[CH:3]1[c:4]2[c:5]([cH:13][cH:14][cH:15][cH:16]2)-[c:6]2[c:7]([cH:9][cH:10][cH:11][cH:12]2)[S:8]1.[CH3:17][I:18].[CH3:22][N:23]([CH3:24])[CH:25]=[O:26].[H-:20].[Na+:19].[OH2:21]>>[C:1](#[N:2])[C:3]1([CH3:17])[c:4]2[c:5]([cH:13][cH:14][cH:15][cH:16]2)-[c:6]2[c:7]([cH:9][cH:10][cH:11][cH:12]2)[S:8]1. Starting materials: C1(CC1)C1=C(C=C(C(=C1)CO)OCC)C1=CC(=CC=C1)F ((2-cyclopropyl-5-ethoxy-3′-fluorobiphenyl-4-yl)methanol). The reagents and catalysts are [O-2].[O-2].[Mn+4] (Manganese dioxide). The solvent is C1(=CC=CC=C1)C (toluene). Conditions: temperature 60 celsius, time 1 hour. Yields the product C1(CC1)C1=C(C=C(C(=C1)C=O)OCC)C1=CC(=CC=C1)F (2-Cyclopropyl-5-ethoxy-3′-fluorobiphenyl-4-carbaldehyde). The yield is 63.8%. Reaction SMILES: [CH:1]1([C:4]2[CH:9]=[C:8]([CH2:10][OH:11])[C:7]([O:12][CH2:13][CH3:14])=[CH:6][C:5]=2[C:15]2[CH:20]=[CH:19][CH:18]=[C:17]([F:21])[CH:16]=2)[CH2:3][CH2:2]1>[O-2].[O-2].[Mn+4].C1(C)C=CC=CC=1>[CH:1]1([C:4]2[CH:9]=[C:8]([CH:10]=[O:11])[C:7]([O:12][CH2:13][CH3:14])=[CH:6][C:5]=2[C:15]2[CH:20]=[CH:19][CH:18]=[C:17]([F:21])[CH:16]=2)[CH2:3][CH2:2]1 |f:1.2.3|. Procedure: Manganese dioxide (5.47 g) was added to a toluene (80 mL) solution of (2-cyclopropyl-5-ethoxy-3′-fluorobiphenyl-4-yl)methanol (1.80 g), and the mixture was stirred at 60° C. for 1 hour in a nitrogen atmosphere. The reaction mixture was filtered, and then, the solvent was distilled off under reduced pressure. The obtained residue was purified by silica gel column chromatography (hexane/ethyl acetate) to obtain the title compound (1.14 g). Starting materials: NC=1C=C2[C@@H]3[C@H](CN4C2=C(C1)CCC4)CN(C3)C(=O)OC(C)(C)C ((±)-cis-tert-butyl 2-amino-5,6,8a,9,11,11a-hexahydro-4H-pyrido[3,2,1-ij]pyrrolo[3,4-c]quinoline-10(8H)-carboxylate), BrC1=CC=CC=C1 (bromobenzene), C=1C=CC(=CC1)P(C=2C=CC=CC2)C3=CC=C4C=CC=CC4=C3C5=C6C=CC=CC6=CC=C5P(C=7C=CC=CC7)C=8C=CC=CC8 (BINAP), CC(C)([O-])C.[Na+] (sodium-t-butoxide). The reagents and catalysts are C=1C=CC(=CC1)/C=C/C(=O)/C=C/C2=CC=CC=C2.C=1C=CC(=CC1)/C=C/C(=O)/C=C/C2=CC=CC=C2.C=1C=CC(=CC1)/C=C/C(=O)/C=C/C2=CC=CC=C2.[Pd].[Pd] (Pd2DBA3). Run in C1(=CC=CC=C1)C (toluene). Yields the product C1(=CC=CC=C1)NC=1C=C2[C@@H]3[C@H](CN4C2=C(C1)CCC4)CNC3 ((±) -cis-N-phenyl-5,6,8,8a,9,10,11,11a-octahydro-4H-pyrido[3,2,1-ij]pyrrolo[3,4-c]quinolin-2-amine). Reaction SMILES: [NH2:1][C:2]1[CH:3]=[C:4]2[C:9]3=[C:10]([CH2:12][CH2:13][CH2:14][N:8]3[CH2:7][C@@H:6]3[CH2:15][N:16](C(OC(C)(C)C)=O)[CH2:17][C@H:5]23)[CH:11]=1.Br[C:26]1[CH:31]=[CH:30][CH:29]=[CH:28][CH:27]=1.C1C=CC(P(C2C(C3C(P(C4C=CC=CC=4)C4C=CC=CC=4)=CC=C4C=3C=CC=C4)=C3C(C=CC=C3)=CC=2)C2C=CC=CC=2)=CC=1.CC(C)([O-])C.[Na+]>C1(C)C=CC=CC=1.C1C=CC(/C=C/C(/C=C/C2C=CC=CC=2)=O)=CC=1.C1C=CC(/C=C/C(/C=C/C2C=CC=CC=2)=O)=CC=1.C1C=CC(/C=C/C(/C=C/C2C=CC=CC=2)=O)=CC=1.[Pd].[Pd]>[C:26]1([NH:1][C:2]2[CH:3]=[C:4]3[C:9]4=[C:10]([CH2:12][CH2:13][CH2:14][N:8]4[CH2:7][C@@H:6]4[CH2:15][NH:16][CH2:17][C@H:5]34)[CH:11]=2)[CH:31]=[CH:30][CH:29]=[CH:28][CH:27]=1 |f:3.4,6.7.8.9.10|. Reported procedure: A solution of (±)-cis-tert-butyl 2-amino-5,6,8a,9,11,11a-hexahydro-4H-pyrido[3,2,1-ij]pyrrolo[3,4-c]quinoline-10(8H)-carboxylate (0.08 g, 0.25 mmol), bromobenzene (0.04 g, 0.27 mmol), BINAP (0.001 g, 0.0015 mmol), sodium-t-butoxide, (0.06 g, 0.65 mmol) and Pd2DBA3 (0.0005 g, 0.0005 mmol) in 10 ml of degassed toluene was heated for 16 h at 90° C. The solution was cooled and filtered through a pad of silica gel and eluted with EtOAc. The volatiles were removed under reduced pressure to afford the ... The reactants are C(CCCCCCCCCCCCCC)C=1C=C(OC(C(=O)O)CC)C=CC1 (2-(3-Pentadecylphenoxy)butanoic acid), S(=O)(Cl)Cl (thionyl chloride). Solvent: ClCCl (dichloromethane). Yields the product C(CCCCCCCCCCCCCC)C=1C=C(OC(C(=O)Cl)CC)C=CC1 (2-(3-Pentadecylphenoxy)butanoyl chloride). RXN SMILES: [CH2:1]([C:16]1[CH:17]=[C:18]([CH:26]=[CH:27][CH:28]=1)[O:19][CH:20]([CH2:24][CH3:25])[C:21](O)=[O:22])[CH2:2][CH2:3][CH2:4][CH2:5][CH2:6][CH2:7][CH2:8][CH2:9][CH2:10][CH2:11][CH2:12][CH2:13][CH2:14][CH3:15].S(Cl)([Cl:31])=O>ClCCl>[CH2:1]([C:16]1[CH:17]=[C:18]([CH:26]=[CH:27][CH:28]=1)[O:19][CH:20]([CH2:24][CH3:25])[C:21]([Cl:31])=[O:22])[CH2:2][CH2:3][CH2:4][CH2:5][CH2:6][CH2:7][CH2:8][CH2:9][CH2:10][CH2:11][CH2:12][CH2:13][CH2:14][CH3:15]. Reported procedure: 2-(3-Pentadecylphenoxy)butanoic acid (4.18 g, 0.01 mol) (CAS Registry Number 14230-52-5) and thionyl chloride (30 ml) were heated under reflux on a steam-bath for 1 h. The resulting yellow solution was allowed to cool before being distilled under reduced pressure to leave a yellow oil. The oil was dissolved in dichloromethane (50 ml) and the solution was distilled under reduced pressure to remove volatiles. The residual 2-(3-pentadecylphenoxy)butanoyl chloride was used without further purificati... The reactants are C=1C=CC2=C(C1)C(=O)C3=C(C=CC(=C3C2=O)O)O (quinizarin), CN(CCN)C (N,N-dimethylethylenediamine), CN(CCN(C)C)C (N,N,N',N'-tetramethylethylenediamine). The product is CN(CCNC1=CC=C(C=2C(C3=CC=CC=C3C(C12)=O)=O)NCCN(C)C)C (1,4-bis(2-dimethylaminoethylamino)anthraquinone). Reaction SMILES: [CH:1]1[CH:2]=[CH:3][C:4]2[C:15](=[O:16])[C:14]3[C:9](=[C:10](O)[CH:11]=[CH:12][C:13]=3O)[C:7](=[O:8])[C:5]=2[CH:6]=1.[CH3:19][N:20]([CH3:24])[CH2:21][CH2:22][NH2:23].[CH3:25][N:26]([CH3:32])[CH2:27][CH2:28][N:29](C)C>>[CH3:19][N:20]([CH3:24])[CH2:21][CH2:22][NH:23][C:10]1[C:9]2[C:7](=[O:8])[C:5]3[C:4](=[CH:3][CH:2]=[CH:1][CH:6]=3)[C:15](=[O:16])[C:14]=2[C:13]([NH:29][CH2:28][CH2:27][N:26]([CH3:32])[CH3:25])=[CH:12][CH:11]=1. Procedure details: Alternatively, the above product may be prepared by stirring and heating under reflux for 5 hours a mixture of 2.4 g. of quinizarin, 2.82 g. of N,N-dimethylethylenediamine and 9 ml. of N,N,N',N'-tetramethylethylenediamine. The product is recovered as described above. Starting materials: CC1=NCCC2=CC=CC=C12 ((±) 1-methyl-3,4-dihydroisoquinoline), [N+](=O)([O-])[O-].[K+] (potassium nitrate), [OH-].[K+] (KOH), ice water. Solvent: S(O)(O)(=O)=O (sulfuric acid), S(O)(O)(=O)=O (sulfuric acid). Run at temperature 60 celsius, time 2 hour. Yields the product CC1=NCCC2=CC=C(C=C12)[N+](=O)[O-] ((±) 1-Methyl-7-nitro-3,4-dihydroisoquinoline). Yield: 57.0%. RXN SMILES: [CH3:1][C:2]1[C:11]2[C:6](=[CH:7][CH:8]=[CH:9][CH:10]=2)[CH2:5][CH2:4][N:3]=1.[N+:12]([O-])([O-:14])=[O:13].[K+].[OH-].[K+]>S(=O)(=O)(O)O>[CH3:1][C:2]1[C:11]2[C:6](=[CH:7][CH:8]=[C:9]([N+:12]([O-:14])=[O:13])[CH:10]=2)[CH2:5][CH2:4][N:3]=1 |f:1.2,3.4|. Procedure: A solution of (±) 1-methyl-3,4-dihydroisoquinoline (2.57 g, 17.7 mmol) in conc. sulfuric acid (10 ml) was added dropwise to a stirred mixture of potassium nitrate (1.93 g, 19.1 mmol) in conc. sulfuric acid (10 ml) at −5° C. The mixture was allowed to reach room temperature over 2 h and then heated at 60° C. for 4 h. The reaction mixture was poured into ice-water (100 ml) and basified (pH 9) with KOH pellets. Extraction into dichloromethane (3×50 ml), drying over anhydrous sodium sulfate and evap... Starting materials: CCO, [Na+], CCCCC1(CCCC)CN(c2ccc(Cl)cc2)c2cc(SC)c(OCC(=O)OCC)cc2S(=O)(=O)C1, [OH-]. Product: CCCCC1(CCCC)CN(c2ccc(Cl)cc2)c2cc(SC)c(OCC(=O)O)cc2S(=O)(=O)C1. As a reaction SMILES: [CH3:40][CH2:41][OH:42].[Na+:39].[O:1]=[S:2]1(=[O:37])[CH2:3][C:4]([CH2:29][CH2:30][CH2:31][CH3:32])([CH2:33][CH2:34][CH2:35][CH3:36])[CH2:5][N:6]([c:22]2[cH:23][cH:24][c:25]([Cl:28])[cH:26][cH:27]2)[c:7]2[c:8]1[cH:9][c:10]([O:15][CH2:16][C:17](=[O:18])[O:19][CH2:20][CH3:21])[c:11]([S:13][CH3:14])[cH:12]2.[OH-:38]>>[O:1]=[S:2]1(=[O:37])[CH2:3][C:4]([CH2:29][CH2:30][CH2:31][CH3:32])([CH2:33][CH2:34][CH2:35][CH3:36])[CH2:5][N:6]([c:22]2[cH:23][cH:24][c:25]([Cl:28])[cH:26][cH:27]2)[c:7]2[c:8]1[cH:9][c:10]([O:15][CH2:16][C:17](=[O:18])[OH:19])[c:11]([S:13][CH3:14])[cH:12]2. The reactants are C(C1=CC=CC=C1)N(C1=C(C(=CC=C1)NS(=O)(=O)C)C)CC1=CC=C(OC2=CC=C(C=C2)CCC(=O)O)C=C1 (3-(4-{4-[(benzyl{2-methyl-3-[(methylsulfonyl)amino]phenyl}amino)methyl]phenoxy}phenyl)propanoic acid), NCCCCCCO (6-amino-1-hexanol). Yields the product C(C1=CC=CC=C1)N(C1=C(C(=CC=C1)NS(=O)(=O)C)C)CC1=CC=C(OC2=CC=C(C=C2)CCC(=O)NCCCCCCO)C=C1 (3-(4-{4-[(benzyl{2-methyl-3-[(methlsulfonyl)amino]phenyl}amino)methyl]phenoxy}phenyl)-N-(6-hydroxyhexyl)propanamide). Reaction SMILES: [CH2:1]([N:8]([CH2:21][C:22]1[CH:39]=[CH:38][C:25]([O:26][C:27]2[CH:32]=[CH:31][C:30]([CH2:33][CH2:34][C:35](O)=[O:36])=[CH:29][CH:28]=2)=[CH:24][CH:23]=1)[C:9]1[CH:14]=[CH:13][CH:12]=[C:11]([NH:15][S:16]([CH3:19])(=[O:18])=[O:17])[C:10]=1[CH3:20])[C:2]1[CH:7]=[CH:6][CH:5]=[CH:4][CH:3]=1.[NH2:40][CH2:41][CH2:42][CH2:43][CH2:44][CH2:45][CH2:46][OH:47]>>[CH2:1]([N:8]([CH2:21][C:22]1[CH:23]=[CH:24][C:25]([O:26][C:27]2[CH:28]=[CH:29][C:30]([CH2:33][CH2:34][C:35]([NH:40][CH2:41][CH2:42][CH2:43][CH2:44][CH2:45][CH2:46][OH:47])=[O:36])=[CH:31][CH:32]=2)=[CH:38][CH:39]=1)[C:9]1[CH:14]=[CH:13][CH:12]=[C:11]([NH:15][S:16]([CH3:19])(=[O:17])=[O:18])[C:10]=1[CH3:20])[C:2]1[CH:3]=[CH:4][CH:5]=[CH:6][CH:7]=1. Reported procedure: The product from Example 104A and 6-amino-1-hexanol processed as described in Example 147 to provide the title compound. 1H NMR (500 MHz, DMSO-D) δ8.95 (s, 1 H), 7.73 (t, 1 H), 7.26 (m, 6 H), 7.19 (m, 3 H), 7.04 (t, 1 H), 6.96 (m, 2 H), 6.87 (m, 4 H), 4.03 (d, 4 H), 3.35 (m, 2 H), 3.00 (dd, 2 H), 2.91 (s, 3 H), 2.78 (t, 2 H), 2.39 (s, 3 H), 2.33 (t, 2 H), 1.37 (m, 4 H), 1.23 (m, 4 H); MS (APCI+) m/z 645 (M+H)+. Starting materials: C(C1=CC=CC=C1)[C@@H]([C@H](C[C@@H](C)C(NCCC(C)(C)C)=O)O)NC(C1=CC(=CC(=C1)N1C(CCC1)=O)N1C(CCC1)=O)=O (N-[(1S,2S,4R)-1-Benzyl-4-(3,3-dimethyl-butylcarbamoyl)-2-hydroxypenty]-3,5-bis-(2-oxo-pyrrolidin-1-yl)benzamide), C(C)(=O)NC=1C=C(C(=O)O)C=C(C1)N1C(CCC1)=O (3-acetylamino-5-(2-oxopyrrolidin-1-yl)benzoic acid), C12C(CC(CC1)C2)NC([C@@H](C[C@@H]([C@H](CC2=CC=CC=C2)N)O)C)=O ((2R,4S,5S)-5-Amino-4-hydroxy-2-methyl-6-phenylhexanoic acid (bicyclo[2.2.1]hept-2-yl)amide). The product is C(C)(=O)NC=1C=C(C(=O)N[C@H]([C@H](C[C@@H](C)C(NC2C3CCC(C2)C3)=O)O)CC3=CC=CC=C3)C=C(C1)N1C(CCC1)=O (3-Acetylamino-N-[(1S,2S,4R)-1-benzyl-4-(bicyclo[2.2.1]hept-2-ylcarbamoyl)-2-hydroxypentyl]-5-(2-oxopyrrolidin-1-yl)benzamide). Reaction SMILES: [CH2:1]([C@H:8]([NH:23][C:24](=[O:43])[C:25]1[CH:30]=[C:29]([N:31]2[CH2:35][CH2:34][CH2:33][C:32]2=[O:36])[CH:28]=[C:27]([N:37]2CC[CH2:39][C:38]2=[O:42])[CH:26]=1)[C@@H:9]([OH:22])[CH2:10][C@H:11]([C:13](=[O:21])[NH:14][CH2:15][CH2:16][C:17](C)([CH3:19])[CH3:18])[CH3:12])[C:2]1[CH:7]=[CH:6][CH:5]=[CH:4][CH:3]=1.[C:44](NC1C=C(C=C(N2CCCC2=O)C=1)C(O)=O)(=O)[CH3:45].C12CC(CC1)CC2NC(=O)[C@H](C)C[C@H](O)[C@@H](N)CC1C=CC=CC=1>>[C:38]([NH:37][C:27]1[CH:26]=[C:25]([CH:30]=[C:29]([N:31]2[CH2:35][CH2:34][CH2:33][C:32]2=[O:36])[CH:28]=1)[C:24]([NH:23][C@@H:8]([CH2:1][C:2]1[CH:7]=[CH:6][CH:5]=[CH:4][CH:3]=1)[C@@H:9]([OH:22])[CH2:10][C@H:11]([C:13](=[O:21])[NH:14][CH:15]1[CH2:16][CH:17]2[CH2:18][CH:44]1[CH2:45][CH2:19]2)[CH3:12])=[O:43])(=[O:42])[CH3:39]. Reported procedure: Prepared in an analogous manner to E5, from 3-acetylamino-5-(2-oxopyrrolidin-1-yl)benzoic acid (D13) and (2R,4S,5S)-5-amino-4-hydroxy-2-methyl-6-phenylhexanoic acid (bicyclo[2.2.1]hept-2-yl)amide (D29).